From a dataset of the Open Reaction Database (ORD), a public repository of structured organic reaction records. describe an organic reaction: reactants, conditions, products, and yield Starting materials: O1C(=NC2=C1C=CC=C2)NC2=CC(=C(C=C2Cl)CC(=O)OCC)F (Ethyl (4-(2-benzoxazolyl)amino-5-chloro-2-fluorophenyl)acetate), [OH-].[Na+] (NaOH). Run in C1CCOC1 (THF), ice. Reaction conditions: time 20 hour. The product is O1C(=NC2=C1C=CC=C2)NC2=CC(=C(C=C2Cl)CC(=O)O)F ((4-(2-benzoxazolyl)amino-5-chloro-2-fluorophenyl)acetic acid). The yield is 95.1%. As a reaction SMILES: [O:1]1[C:5]2[CH:6]=[CH:7][CH:8]=[CH:9][C:4]=2[N:3]=[C:2]1[NH:10][C:11]1[C:16]([Cl:17])=[CH:15][C:14]([CH2:18][C:19]([O:21]CC)=[O:20])=[C:13]([F:24])[CH:12]=1.[OH-].[Na+]>C1COCC1>[O:1]1[C:5]2[CH:6]=[CH:7][CH:8]=[CH:9][C:4]=2[N:3]=[C:2]1[NH:10][C:11]1[C:16]([Cl:17])=[CH:15][C:14]([CH2:18][C:19]([OH:21])=[O:20])=[C:13]([F:24])[CH:12]=1 |f:1.2|. Procedure details: Ethyl (4-(2-benzoxazolyl)amino-5-chloro-2-fluorophenyl)acetate (570 mg, 1.63 mmol) was dissolved in THF (5 ml). To the resulting solution was added 1N NaOH (5.0 ml, 5.00 mmol), followed by stirring at room temperature for 20 hours. The reaction mixture was poured in ice-1N HCl to acidify therewith. The crystals thus precipitated were collected by filtration under reduced pressure, washed with water and dried under reduced pressure to give (4-(2-benzoxazolyl)amino-5-chloro-2-fluorophenyl)acetic a... Reactants: ClS(=O)(=O)C1=CC(=C(C(=O)OC)C=C1)F (methyl 4-(chlorosulfonyl)-2-fluorobenzoate), O (water), ice, COC1=C(CNC=2SC=CN2)C=CC(=C1)OC (N-(2,4-dimethoxybenzyl)-1,3-thiazol-2-amine), [H-].[Na+] (sodium hydride). Run in C1CCOC1 (THF). Yields the product COC1=C(CN(S(=O)(=O)C2=CC(=C(C(=O)OC)C=C2)F)C=2SC=CN2)C=CC(=C1)OC (Methyl 4-{[(2,4-dimethoxybenzyl)(1,3-thiazol-2-yl)amino]sulfonyl}-2-fluorobenzoate). Isolated yield 102.2%. RXN SMILES: [CH3:1][O:2][C:3]1[CH:15]=[C:14]([O:16][CH3:17])[CH:13]=[CH:12][C:4]=1[CH2:5][NH:6][C:7]1[S:8][CH:9]=[CH:10][N:11]=1.[H-].[Na+].Cl[S:21]([C:24]1[CH:33]=[CH:32][C:27]([C:28]([O:30][CH3:31])=[O:29])=[C:26]([F:34])[CH:25]=1)(=[O:23])=[O:22].O>C1COCC1>[CH3:1][O:2][C:3]1[CH:15]=[C:14]([O:16][CH3:17])[CH:13]=[CH:12][C:4]=1[CH2:5][N:6]([C:7]1[S:8][CH:9]=[CH:10][N:11]=1)[S:21]([C:24]1[CH:33]=[CH:32][C:27]([C:28]([O:30][CH3:31])=[O:29])=[C:26]([F:34])[CH:25]=1)(=[O:22])=[O:23] |f:1.2|. Procedure: To an ice cooled solution of N-(2,4-dimethoxybenzyl)-1,3-thiazol-2-amine (Preparation 6, 9.0 g, 35.9 mmol, 1 eq) in THF (80 ml) was added 60% sodium hydride (2.15 g, 53.9 mmol, 1.5 eq) portionwise. The mixture was stirred for 30 minutes before the addition of methyl 4-(chlorosulfonyl)-2-fluorobenzoate (Preparation 13, 9.06 g, 35.9 mmol, 1 eq) then stirred for a further hour at room temperature. The reaction mixture was added to water (20 ml) and the THF evaporated in vacuo. The residue was dilut...